Task: describe an organic reaction: reactants, conditions, products, and yield. Dataset: the Open Reaction Database (ORD), a public repository of structured organic reaction records Starting materials: B, COc1ccc(-c2cccc3nc(NC(=O)C4CC4)nn23)cc1. Product: COc1ccc(-c2cccc3nc(NCC4CC4)nn23)cc1. RXN SMILES: [BH3:24].[CH3:1][O:2][c:3]1[cH:4][cH:5][c:6](-[c:9]2[cH:10][cH:11][cH:12][c:13]3[n:14]2[n:15][c:16]([NH:18][C:19](=[O:20])[CH:21]2[CH2:22][CH2:23]2)[n:17]3)[cH:7][cH:8]1>>[CH3:1][O:2][c:3]1[cH:4][cH:5][c:6](-[c:9]2[cH:10][cH:11][cH:12][c:13]3[n:14]2[n:15][c:16]([NH:18][CH2:19][CH:21]2[CH2:22][CH2:23]2)[n:17]3)[cH:7][cH:8]1. The reactants are OCC1(c2ccc(Br)cc2)OCCO1, CC(C)(C)[Si](C)(C)Cl, O=C([O-])O, CN(C)C=O, [Na+], c1c[nH]cn1. The product is CC(C)(C)[Si](C)(C)OCC1(c2ccc(Br)cc2)OCCO1. Reaction SMILES: [Br:1][c:2]1[cH:3][cH:4][c:5]([C:8]2([CH2:13][OH:14])[O:9][CH2:10][CH2:11][O:12]2)[cH:6][cH:7]1.[C:20]([CH3:21])([CH3:22])([CH3:23])[Si:24]([Cl:25])([CH3:26])[CH3:27].[C:28](=[O:29])([OH:30])[O-:31].[CH3:33][N:34]([CH3:35])[CH:36]=[O:37].[Na+:32].[nH:15]1[cH:16][cH:17][n:18][cH:19]1>>[Br:1][c:2]1[cH:3][cH:4][c:5]([C:8]2([CH2:13][O:14][Si:24]([C:20]([CH3:21])([CH3:22])[CH3:23])([CH3:26])[CH3:27])[O:9][CH2:10][CH2:11][O:12]2)[cH:6][cH:7]1. Starting materials: CC12CCC3C(CCC4CC(O[Si](c5ccccc5)(c5ccccc5)C(C)(C)C)CCC43C)C1CCC2C=O, C1CCOC1, C#C[Si](C)(C)C, [Li]CCCC, CI. Yields the product COC(C#C[Si](C)(C)C)C1CCC2C3CCC4CC(O[Si](c5ccccc5)(c5ccccc5)C(C)(C)C)CCC4(C)C3CCC12C. Reaction SMILES: [C:12]([CH3:13])([CH3:14])([CH3:15])[Si:16]([O:17][CH:18]1[CH2:19][CH:20]2[CH2:21][CH2:22][CH:23]3[CH:24]4[CH2:25][CH2:26][CH:27]([CH:37]=[O:38])[C:28]4([CH3:29])[CH2:30][CH2:31][CH:32]3[C:33]2([CH3:36])[CH2:34][CH2:35]1)([c:39]1[cH:40][cH:41][cH:42][cH:43][cH:44]1)[c:45]1[cH:46][cH:47][cH:48][cH:49][cH:50]1.[CH2:53]1[O:54][CH2:55][CH2:56][CH2:57]1.[CH3:1][Si:2]([CH3:3])([CH3:4])[C:5]#[CH:6].[CH3:7][CH2:8][CH2:9][CH2:10][Li:11].[I:51][CH3:52]>>[CH3:1][Si:2]([CH3:3])([CH3:4])[C:5]#[C:6][CH:37]([CH:27]1[CH2:26][CH2:25][CH:24]2[CH:23]3[CH2:22][CH2:21][CH:20]4[CH2:19][CH:18]([O:17][Si:16]([C:12]([CH3:13])([CH3:14])[CH3:15])([c:39]5[cH:40][cH:41][cH:42][cH:43][cH:44]5)[c:45]5[cH:46][cH:47][cH:48][cH:49][cH:50]5)[CH2:35][CH2:34][C:33]4([CH3:36])[CH:32]3[CH2:31][CH2:30][C:28]21[CH3:29])[O:38][CH3:7]. Reactants: C(C)(C)(C)OC(=O)N1CC(CCC1)CNC(=O)C=1N=NN(C1)C1=C(C=CC(=C1)C(NC1=C(C(=CC(=C1)C(C)(C)C)NS(=O)(=O)C)OC)=O)C (3-[({1-[5-(5-tert-Butyl-3-methanesulfonylamino-2-methoxy-phenylcarbamoyl)-2-methyl-phenyl]-1H-[1,2,3]triazole-4-carbonyl}-amino)-methyl]-piperidine-1-carboxylic acid tert-butyl ester), Cl (HCl). The reagents and catalysts are CO (MeOH). Solvent: C(Cl)Cl (CH2Cl2), O1CCOCC1 (dioxane). Run at time 8 hour. The product is N1CC(CCC1)CNC(=O)C=1N=NN(C1)C1=C(C=CC(=C1)C(NC1=C(C(=CC(=C1)C(C)(C)C)NS(=O)(=O)C)OC)=O)C (1-[5-(5-tert-Butyl-3-methanesulfonylamino-2-methoxy-phenylcarbamoyl)-2-methyl-phenyl]-1H-[1,2,3]triazole-4-carboxylic acid (piperidin-3-ylmethyl)-amide). Isolated yield 66.1%. Reaction SMILES: C(OC([N:8]1[CH2:13][CH2:12][CH2:11][CH:10]([CH2:14][NH:15][C:16]([C:18]2[N:19]=[N:20][N:21]([C:23]3[CH:28]=[C:27]([C:29](=[O:48])[NH:30][C:31]4[CH:36]=[C:35]([C:37]([CH3:40])([CH3:39])[CH3:38])[CH:34]=[C:33]([NH:41][S:42]([CH3:45])(=[O:44])=[O:43])[C:32]=4[O:46][CH3:47])[CH:26]=[CH:25][C:24]=3[CH3:49])[CH:22]=2)=[O:17])[CH2:9]1)=O)(C)(C)C.Cl>C(Cl)Cl.O1CCOCC1.CO>[NH:8]1[CH2:13][CH2:12][CH2:11][CH:10]([CH2:14][NH:15][C:16]([C:18]2[N:19]=[N:20][N:21]([C:23]3[CH:28]=[C:27]([C:29](=[O:48])[NH:30][C:31]4[CH:36]=[C:35]([C:37]([CH3:38])([CH3:39])[CH3:40])[CH:34]=[C:33]([NH:41][S:42]([CH3:45])(=[O:43])=[O:44])[C:32]=4[O:46][CH3:47])[CH:26]=[CH:25][C:24]=3[CH3:49])[CH:22]=2)=[O:17])[CH2:9]1. Reported procedure: To a solution of 336 mg (0.481 mmol) of 3-[({1-[5-(5-tert-Butyl-3-methanesulfonylamino-2-methoxy-phenylcarbamoyl)-2-methyl-phenyl]-1H-[1,2,3]triazole-4-carbonyl}-amino)-methyl]-piperidine-1-carboxylic acid tert-butyl ester (Example 72) in 5 mL CH2Cl2 was added dropwise 1.2 mL of 4N HCl in dioxane. As a gummy yellow precipitate began to form in the flask, 10 drops of MeOH were added and the solution was stirred overnight. The mixture was partitioned between CH2Cl2 (75 mL) and 50% saturated aqueou... Reactants: BrC1=C(CNC(C(OCC)OCC)=O)C=CC=C1 (N-(2-Bromobenzyl)-2,2-diethoxyacetamide), OS(=O)(=O)O (H2SO4), ice water. Run at temperature 15 celsius. Yields the product BrC=1C=CC=C2C=C(N=CC12)O (8-Bromoisoquinolin-3-ol). The yield is 92.0%. RXN SMILES: [Br:1][C:2]1[CH:18]=[CH:17][CH:16]=[CH:15][C:3]=1[CH2:4][NH:5][C:6](=[O:14])[CH:7](OCC)OCC.OS(O)(=O)=O>>[Br:1][C:2]1[CH:18]=[CH:17][CH:16]=[C:15]2[C:3]=1[CH:4]=[N:5][C:6]([OH:14])=[CH:7]2. Procedure details: N-(2-Bromobenzyl)-2,2-diethoxyacetamide (Description 52; 15.6 g, 49 mmol) was carefully added to concentrated H2SO4 (78 ml) with stirring at 10-20° C. The reaction mixture was stirred at room temperature for 16 hours, poured into ice water and filtered. The filtrate was neutralised with 33% aqueous ammonium hydroxide and the resulting precipitate was filtered and dried to give the title compound (10.1 g, 91%). The reactants are O.[O-]P(=O)([O-])[O-].[K+].[K+].[K+] (potassium phosphate tribasic monohydrate), heterocyclyl, heteroaryl substituted phenylsulfonyl, C1(=CC=CC=C1)P(C1=C(C2=CC=CC=C2C=C1)C1=C(C=CC2=CC=CC=C12)P(C1=CC=CC=C1)C1=CC=CC=C1)C1=CC=CC=C1 (rac-2,2′-bis (diphenylphosphino)-1,1′-binaphthyl), BrC1=C(C=C(C=C1)S(=O)(=O)NC1=C(C=C(C=C1)Cl)C(=O)C=1C=NC(=CC1)C)F (4-Bromo-N-[4-chloro-2-(6-methyl-pyridine-3-carbonyl)-phenyl]-3-fluoro-benzenesulfonamide), N1CCOCC1 (morpholine). Reagents/catalysts: [Pd] (Pd). The solvent is CN(C)C=O (DMF). The product is ClC1=CC(=C(C=C1)NS(=O)(=O)C1=CC(=C(C=C1)N1CCOCC1)F)C(=O)C=1C=NC(=CC1)C (N-[4-Chloro-2-(6-methyl-pyridine-3-carbonyl)-phenyl]-3-fluoro-4-morpholin-4-yl-benzenesulfonamide). Reaction SMILES: Br[C:2]1[CH:7]=[CH:6][C:5]([S:8]([NH:11][C:12]2[CH:17]=[CH:16][C:15]([Cl:18])=[CH:14][C:13]=2[C:19]([C:21]2[CH:22]=[N:23][C:24]([CH3:27])=[CH:25][CH:26]=2)=[O:20])(=[O:10])=[O:9])=[CH:4][C:3]=1[F:28].O.[O-]P([O-])([O-])=O.[K+].[K+].[K+].C1(P(C2C=CC=CC=2)C2C=CC3C(=CC=CC=3)C=2C2C3C(=CC=CC=3)C=CC=2P(C2C=CC=CC=2)C2C=CC=CC=2)C=CC=CC=1.[NH:84]1[CH2:89][CH2:88][O:87][CH2:86][CH2:85]1>CN(C=O)C.[Pd]>[Cl:18][C:15]1[CH:16]=[CH:17][C:12]([NH:11][S:8]([C:5]2[CH:6]=[CH:7][C:2]([N:84]3[CH2:89][CH2:88][O:87][CH2:86][CH2:85]3)=[C:3]([F:28])[CH:4]=2)(=[O:10])=[O:9])=[C:13]([C:19]([C:21]2[CH:22]=[N:23][C:24]([CH3:27])=[CH:25][CH:26]=2)=[O:20])[CH:14]=1 |f:1.2.3.4.5|. Reported procedure: The title compound was prepared according to the general procedure for the synthesis of heterocyclyl and heteroaryl substituted phenylsulfonyl derivatives previously described, using 4-Bromo-N-[4-chloro-2-(6-methyl-pyridine-3-carbonyl)-phenyl]-3-fluoro-benzenesulfonamide 0.2 g (0.4 mmol), potassium phosphate tribasic monohydrate 0.570 g (2.4 mmol), rac-2,2′-bis (diphenylphosphino)-1,1′-binaphthyl 0.077 g (0.12 mmol), morpholine 0.17 g (2 mmol) and Pd (dba)3 0.057 g (0.06 mmol) in 2 ml DMF. HPLC ... Reactants: Cl.COC=1C=C(C=CC1OC)C=1C(C(N(N1)C1CCNCC1)=O)(C)C (5-(3,4-dimethoxyphenyl)-4,4-dimethyl-2-(piperidin-4-yl)-2,4-dihydro-3H-pyrazol-3-one hydrochloride), Cl.COC=1C=C(C=CC1OC)C=1C(C(N(N1)C1CCNCC1)=O)(C)C (5-(3,4-dimethoxyphenyl)-4,4-dimethyl-2-(piperidin-4-yl)-2,4-dihydro-3H-pyrazol-3-one hydrochloride), N1C=CC2=CC=CC(=C12)C(=O)O (1H-indole-7-carboxylic acid). Yields the product COC=1C=C(C=CC1OC)C=1C(C(N(N1)C1CCN(CC1)C(=O)C=1C=CC=C2C=CNC12)=O)(C)C (5-(3,4-Dimethoxyphenyl)-2-[1-(1H-indol-7-ylcarbonyl)piperidin-4-yl]-4,4-dimethyl-2,4-dihydro-3H-pyrazol-3-one). As a reaction SMILES: Cl.[CH3:2][O:3][C:4]1[CH:5]=[C:6]([C:12]2[C:13]([CH3:25])([CH3:24])[C:14](=[O:23])[N:15]([CH:17]3[CH2:22][CH2:21][NH:20][CH2:19][CH2:18]3)[N:16]=2)[CH:7]=[CH:8][C:9]=1[O:10][CH3:11].[NH:26]1[C:34]2[C:29](=[CH:30][CH:31]=[CH:32][C:33]=2[C:35](O)=[O:36])[CH:28]=[CH:27]1>>[CH3:2][O:3][C:4]1[CH:5]=[C:6]([C:12]2[C:13]([CH3:25])([CH3:24])[C:14](=[O:23])[N:15]([CH:17]3[CH2:22][CH2:21][N:20]([C:35]([C:33]4[CH:32]=[CH:31][CH:30]=[C:29]5[C:34]=4[NH:26][CH:27]=[CH:28]5)=[O:36])[CH2:19][CH2:18]3)[N:16]=2)[CH:7]=[CH:8][C:9]=1[O:10][CH3:11] |f:0.1|. Procedure: The title compound is prepared analogously as described for GP2-WU2 using 5-(3,4-dimethoxyphenyl)-4,4-dimethyl-2-(piperidin-4-yl)-2,4-dihydro-3H-pyrazol-3-one (compound B1) and 1H-indole-7-carboxylic acid as starting compounds. The crude product is purified by chromatography (amino phase silica gel and DCM) and by crystallization from DCM and diethyl ether to yield the title compound. Reactants: ClCCCCCBr, CCCCC(Cl)Br, CCOC(=O)C(=O)OCC, Cl, [Mg], C1CCOC1. Product: CCOC(=O)C(=O)CCCCCCl. Reaction SMILES: [Br:1][CH2:2][CH2:3][CH2:4][CH2:5][CH2:6][Cl:7].[Br:9][CH:10]([Cl:11])[CH2:12][CH2:13][CH2:14][CH3:15].[CH2:16]([CH3:17])[O:18][C:19]([C:20](=[O:21])[O:22][CH2:23][CH3:24])=[O:25].[ClH:26].[Mg:8].[O:27]1[CH2:28][CH2:29][CH2:30][CH2:31]1>>[CH2:2]([CH2:3][CH2:4][CH2:5][CH2:6][Cl:7])[C:20]([C:19]([O:18][CH2:16][CH3:17])=[O:25])=[O:21]. Product: N#Cc1ccc(-c2cnc(Cl)o2)cc1. RXN SMILES: [CH2:32]1[O:33][CH2:34][CH2:35][CH2:36]1.[CH3:15][Si:16]([N-:17][Si:18]([CH3:19])([CH3:20])[CH3:21])([CH3:22])[CH3:23].[CH3:37][CH2:38][O:39][C:40]([CH3:41])=[O:42].[Cl:24][C:25]([C:26]([Cl:27])([Cl:28])[Cl:29])([Cl:30])[Cl:31].[Li+:14].[OH2:43].[o:1]1[cH:2][n:3][cH:4][c:5]1-[c:6]1[cH:7][cH:8][c:9]([C:10]#[N:11])[cH:12][cH:13]1>>[o:1]1[c:2]([Cl:24])[n:3][cH:4][c:5]1-[c:6]1[cH:7][cH:8][c:9]([C:10]#[N:11])[cH:12][cH:13]1. Reactants: C1CCOC1, C[Si](C)(C)[N-][Si](C)(C)C, CCOC(C)=O, ClC(Cl)(Cl)C(Cl)(Cl)Cl, [Li+], O, N#Cc1ccc(-c2cnco2)cc1.